Dataset: the Open Reaction Database (ORD), a public repository of structured organic reaction records. Task: describe an organic reaction: reactants, conditions, products, and yield The reactants are CC1(C2=C(OC1=O)C=CC1=CC(=C(C=C12)C)C#N)C (1,2-dihydro-1,1,8-trimethyl-2-oxonaphtho[2,1-b]furan-7-carbonitrile), BrBr (bromine), C(O)([O-])=O.[Na+] (sodium hydrogen carbonate). The reagents and catalysts are FC(S(=O)(=O)[O-])(F)F.[Ag+] (silver trifluoromethanesulphonate). Run in ClCCl (dichloromethane), ClCCl (dichloromethane). Reaction conditions: time 0.5 hour. Yields the product BrC=1C(=C(C=C2C=CC=3OC(C(C3C12)(C)C)=O)C#N)C (9-bromo-1,2-dihydro-1,1,8-trimethyl-2-oxonaphtho[2,1-b]furan-7-carbonitrile). Reaction SMILES: [CH3:1][C:2]1([CH3:19])[C:6](=[O:7])[O:5][C:4]2[CH:8]=[CH:9][C:10]3[C:15]([C:3]1=2)=[CH:14][C:13]([CH3:16])=[C:12]([C:17]#[N:18])[CH:11]=3.[Br:20]Br.C(=O)([O-])O.[Na+]>ClCCl.FC(F)(F)S([O-])(=O)=O.[Ag+]>[Br:20][C:14]1[C:13]([CH3:16])=[C:12]([C:17]#[N:18])[CH:11]=[C:10]2[C:15]=1[C:3]1[C:2]([CH3:19])([CH3:1])[C:6](=[O:7])[O:5][C:4]=1[CH:8]=[CH:9]2 |f:2.3,5.6|. Procedure details: A mixture of 1,2-dihydro-1,1,8-trimethyl-2-oxonaphtho[2,1-b]furan-7-carbonitrile (0.25 g), silver trifluoromethanesulphonate (0.34 g) and dichloromethane (10 ml) was stirred in the dark, while a solution of bromine (0.19 g) in dichloromethane (2 ml) was added over 10 minutes. The mixture was stirred a further 0.5 h, then treated with aqueous sodium hydrogen carbonate solution, and the resulting mixture was filtered through a pad of diatomaceous earth ("Celite" -trade mark). The organic phase was... Reactants: OC12CCC(CC1)(CC2)C(=O)O (4-hydroxybicyclo[2.2.2]octane-1-carboxylic acid), CCN(C(C)C)C(C)C (DIEA), C1(=CC=CC=C1)P(=O)(C1=CC=CC=C1)N=[N+]=[N-] (diphenyl phosphoryl azide), C(C1=CC=CC=C1)O (benzyl alcohol). Solvent: O1CCOCC1 (dioxane). Reaction conditions: temperature 80 celsius, time 8 hour. The product is OC12CCC(CC1)(CC2)NC(OCC2=CC=CC=C2)=O (Benzyl 4-hydroxybicyclo[2.2.2]octan-1-ylcarbamate). The yield is 88.4%. Reaction SMILES: [OH:1][C:2]12[CH2:9][CH2:8][C:5](C(O)=O)([CH2:6][CH2:7]1)[CH2:4][CH2:3]2.CC[N:15]([CH:19](C)C)C(C)C.C1(P(N=[N+]=[N-])(C2C=CC=CC=2)=[O:29])C=CC=CC=1.[CH2:39]([OH:46])[C:40]1[CH:45]=[CH:44][CH:43]=[CH:42][CH:41]=1>O1CCOCC1>[OH:1][C:2]12[CH2:3][CH2:4][C:5]([NH:15][C:19](=[O:29])[O:46][CH2:39][C:40]3[CH:45]=[CH:44][CH:43]=[CH:42][CH:41]=3)([CH2:6][CH2:7]1)[CH2:8][CH2:9]2. Procedure: To a solution of 4-hydroxybicyclo[2.2.2]octane-1-carboxylic acid (10.4 g, 61.1 mmol) in dioxane (150 mL) was added DIEA (11.8 g, 91.5 mmol), diphenyl phosphoryl azide (25 g, 91.5 mmol) and benzyl alcohol (131 g, 1.22 mol). The mixture was stirred at 80° C. overnight. Then the reaction was concentrated under reduce pressure to remove dioxane and benzyl alcohol (100° C., 2 mm Hg). The residue was purified by silica gel column chromatography (5% methanol in DCM) to give the title product (15.4 g, 5...